describe an organic reaction: reactants, conditions, products, and yield From a dataset of the Open Reaction Database (ORD), a public repository of structured organic reaction records. Starting materials: NN1C(C2=CC=CC=C2C(=N1)C1=CC=C(C=C1)Cl)=O (2-amino-4-(4-chlorophenyl)phthalazin-1(2H)-one), ClC1=CC=C(C=C1)CC(=O)O (2-(4-chlorophenyl)acetic acid). The product is ClC1=CC=C(C=C1)CC(=O)NN1C(C2=CC=CC=C2C(=N1)C1=CC=C(C=C1)Cl)=O (2-(4-chlorophenyl)-N-[4-(4-chlorophenyl)-1-oxophthalazin-2(1H)-yl]acetamide). RXN SMILES: [NH2:1][N:2]1[N:11]=[C:10]([C:12]2[CH:17]=[CH:16][C:15]([Cl:18])=[CH:14][CH:13]=2)[C:9]2[C:4](=[CH:5][CH:6]=[CH:7][CH:8]=2)[C:3]1=[O:19].[Cl:20][C:21]1[CH:26]=[CH:25][C:24]([CH2:27][C:28](O)=[O:29])=[CH:23][CH:22]=1>>[Cl:20][C:21]1[CH:26]=[CH:25][C:24]([CH2:27][C:28]([NH:1][N:2]2[N:11]=[C:10]([C:12]3[CH:17]=[CH:16][C:15]([Cl:18])=[CH:14][CH:13]=3)[C:9]3[C:4](=[CH:5][CH:6]=[CH:7][CH:8]=3)[C:3]2=[O:19])=[O:29])=[CH:23][CH:22]=1. Procedure: The product of Example 86A and 2-(4-chlorophenyl)acetic acid were processed using a method similar to that described in Example 17C to afford the title compound. 1H NMR (400 MHz, DMSO-d6) δ ppm 11.63-11.81 (bs, 1H), 8.39-8.42 (m, 1H), 7.90-8.03 (m, 2H), 7.69-7.76 (m, 1H), 7.60-7.66 (m, 4H), 7.34-7.46 (m, 4H), 3.71 (s, 2H); MS (ESI+) m/z 424 (M+H)+. The reactants are CC1=CC=C(C=C1)S(=O)(=O)N(CC1=CC(=CC=C1)OCCCCCCCCCCCCCC)CC1=NC=CC=C1 (4-Methyl-N-(2-pyridinylmethyl)-N-[[3-(tetradecyloxy)phenyl]methyl]benzenesulfonamide), CI (methyl iodide). Reaction conditions: temperature 100 celsius. The product is [I-].C[N+]1=C(C=CC=C1)CN(CC1=CC(=CC=C1)OCCCCCCCCCCCCCC)S(=O)(=O)C1=CC=C(C=C1)C (1-Methyl-2-[[[(4-methylphenyl)sulfonyl][[3-(tetradecyloxy)phenyl]methyl]amino]methyl]pyridinium iodide). Yield: 92.6%. RXN SMILES: [CH3:1][C:2]1[CH:7]=[CH:6][C:5]([S:8]([N:11]([CH2:34][C:35]2[CH:40]=[CH:39][CH:38]=[CH:37][N:36]=2)[CH2:12][C:13]2[CH:18]=[CH:17][CH:16]=[C:15]([O:19][CH2:20][CH2:21][CH2:22][CH2:23][CH2:24][CH2:25][CH2:26][CH2:27][CH2:28][CH2:29][CH2:30][CH2:31][CH2:32][CH3:33])[CH:14]=2)(=[O:10])=[O:9])=[CH:4][CH:3]=1.[CH3:41][I:42]>>[I-:42].[CH3:41][N+:36]1[CH:37]=[CH:38][CH:39]=[CH:40][C:35]=1[CH2:34][N:11]([S:8]([C:5]1[CH:6]=[CH:7][C:2]([CH3:1])=[CH:3][CH:4]=1)(=[O:10])=[O:9])[CH2:12][C:13]1[CH:18]=[CH:17][CH:16]=[C:15]([O:19][CH2:20][CH2:21][CH2:22][CH2:23][CH2:24][CH2:25][CH2:26][CH2:27][CH2:28][CH2:29][CH2:30][CH2:31][CH2:32][CH3:33])[CH:14]=1 |f:2.3|. Procedure: A mixture of 1.01 g of product from Example 80 and 12.69 g of methyl iodide is heated, in a sealed tube, at 100° C. for 5 hours. The reaction is concentrated to give 1.17 g of the desired product as a yellow-green foam.